Dataset: the Open Reaction Database (ORD), a public repository of structured organic reaction records. Task: describe an organic reaction: reactants, conditions, products, and yield Reactants: CCN=C=NCCCN(C)C, CN(C)c1ccncc1, Cl, CN(C)C=O, O=C(O)c1ccc(S(=O)(=O)n2cc(-c3ccccc3)c3ccccc32)cc1, NCc1cnccn1. Product: O=C(NCc1cnccn1)c1ccc(S(=O)(=O)n2cc(-c3ccccc3)c3ccccc32)cc1. RXN SMILES: [CH3:29][N:30]([CH3:31])[CH2:32][CH2:33][CH2:34][N:35]=[C:36]=[N:37][CH2:38][CH3:39].[CH3:48][N:49]([CH3:50])[c:51]1[cH:52][cH:53][n:54][cH:55][cH:56]1.[ClH:28].[O:57]=[CH:58][N:59]([CH3:60])[CH3:61].[c:1]1(-[c:7]2[cH:8][n:9]([S:16](=[O:17])(=[O:18])[c:19]3[cH:20][cH:21][c:22]([C:23](=[O:24])[OH:25])[cH:26][cH:27]3)[c:10]3[cH:11][cH:12][cH:13][cH:14][c:15]23)[cH:2][cH:3][cH:4][cH:5][cH:6]1.[n:40]1[c:41]([CH2:46][NH2:47])[cH:42][n:43][cH:44][cH:45]1>>[c:1]1(-[c:7]2[cH:8][n:9]([S:16](=[O:17])(=[O:18])[c:19]3[cH:20][cH:21][c:22]([C:23](=[O:24])[NH:47][CH2:46][c:41]4[n:40][cH:45][cH:44][n:43][cH:42]4)[cH:26][cH:27]3)[c:10]3[cH:11][cH:12][cH:13][cH:14][c:15]23)[cH:2][cH:3][cH:4][cH:5][cH:6]1. The product is Cc1ccnc(Cn2cc(CN(C(=O)C3CCCc4ccccc43)c3ccc(C(C)C)nc3)cn2)c1. Reactants: ClCCl, CCCC[N+](CCCC)(CCCC)CCCC, CC(C)c1ccc(N(Cc2cn[nH]c2)C(=O)C2CCCc3ccccc32)cn1, Cc1ccnc(CCl)c1, Cl, Cl, [Na+], [OH-], O=S(=O)([O-])O. As a reaction SMILES: [CH2:42]([Cl:43])[Cl:44].[CH2:50]([N+:51]([CH2:52][CH2:53][CH2:54][CH3:55])([CH2:56][CH2:57][CH2:58][CH3:59])[CH2:60][CH2:61][CH2:62][CH3:63])[CH2:64][CH2:65][CH3:66].[CH:2]([CH3:3])([CH3:4])[c:5]1[cH:6][cH:7][c:8]([N:11]([C:12](=[O:13])[CH:14]2[CH2:15][CH2:16][CH2:17][c:18]3[cH:19][cH:20][cH:21][cH:22][c:23]32)[CH2:24][c:25]2[cH:26][n:27][nH:28][cH:29]2)[cH:9][n:10]1.[Cl:31][CH2:32][c:33]1[n:34][cH:35][cH:36][c:37]([CH3:39])[cH:38]1.[ClH:1].[ClH:30].[Na+:41].[OH-:40].[S:45]([O-:46])([OH:47])(=[O:48])=[O:49]>>[CH:2]([CH3:3])([CH3:4])[c:5]1[cH:6][cH:7][c:8]([N:11]([C:12](=[O:13])[CH:14]2[CH2:15][CH2:16][CH2:17][c:18]3[cH:19][cH:20][cH:21][cH:22][c:23]32)[CH2:24][c:25]2[cH:26][n:27][n:28]([CH2:32][c:33]3[n:34][cH:35][cH:36][c:37]([CH3:39])[cH:38]3)[cH:29]2)[cH:9][n:10]1. The reactants are O=C(O)CCCCCCCCCCBr, O=S(Cl)Cl. The product is O=C(O)CCCCCCCCCCBr, [Cl-]. As a reaction SMILES: [Br:1][CH2:2][CH2:3][CH2:4][CH2:5][CH2:6][CH2:7][CH2:8][CH2:9][CH2:10][CH2:11][C:12](=[O:13])[OH:14].[S:15]([Cl:16])([Cl:17])=[O:18]>>[Br:1][CH2:2][CH2:3][CH2:4][CH2:5][CH2:6][CH2:7][CH2:8][CH2:9][CH2:10][CH2:11][C:12](=[O:13])[OH:14].[Cl-:17]. The reactants are C1(=CC=CC=C1)C(C=O)C (2-phenylpropanal), chromium (3)-oxide, [H][H] (hydrogen), N (ammonia). Reagents/catalysts: [Ni] (nickel), [Ni] (nickel). Yields the product C1(=CC=CC=C1)C(C=NCC(C)C1=CC=CC=C1)C (2-phenylpropylidene-2-phenylpropylamine). As a reaction SMILES: [C:1]1([CH:7]([CH3:10])[CH:8]=O)[CH:6]=[CH:5][CH:4]=[CH:3][CH:2]=1.[H][H].[NH3:13]>[Ni]>[C:1]1([CH:7]([CH3:10])[CH:8]=[N:13][CH2:8][CH:7]([C:1]2[CH:6]=[CH:5][CH:4]=[CH:3][CH:2]=2)[CH3:10])[CH:6]=[CH:5][CH:4]=[CH:3][CH:2]=1. Reported procedure: In a flask as described in Example 1, 1000 g 2-phenylpropanal are reacted in the presence of 90 g of a commercially available nickel containing carrier catalyst (containing about 52 to 53% by weight nickel, and employing chromium (3)-oxide as activator) at a temperature of 130°, with a total of 300 l ammonia and hydrogen (volume ratio 1 : 1) during a reaction time of 2 hours. After termination of the reaction, the catalyst is separated by filtration. 921 g 2-phenylpropylidene-2-phenylpropylamine... The reactants are O=C([O-])[O-], CCOC(=O)C1(C#N)C(c2ccccc2)C1(C)C, CO, Cl, [K+], [K+], O. Product: CC1(C)C(c2ccccc2)C1(C#N)C(=O)O. As a reaction SMILES: [C:19](=[O:20])([O-:21])[O-:22].[C:1](#[N:2])[C:3]1([C:14](=[O:15])[O:16][CH2:17][CH3:18])[C:4]([CH3:12])([CH3:13])[CH:5]1[c:6]1[cH:7][cH:8][cH:9][cH:10][cH:11]1.[CH3:27][OH:28].[ClH:26].[K+:23].[K+:24].[OH2:25]>>[C:1](#[N:2])[C:3]1([C:14](=[O:15])[OH:16])[C:4]([CH3:12])([CH3:13])[CH:5]1[c:6]1[cH:7][cH:8][cH:9][cH:10][cH:11]1. Reactants: C(CCCCCCCCCCCCCCC)C1C(COCC2C(CCCCCCCCCCCCCCCC)O2)O1 (hexadecyl-2.3-epoxypropylether), C(C1=CC=CC=C1)N (benzylamine). Solvent: O1CCCC1 (tetrahydrofurane). Yields the product C(C1=CC=CC=C1)NCC(COCCCCCCCCCCCCCCCC)O (3-Benzylamino-1-hexadecyloxy-propan-2-ol). As a reaction SMILES: [CH2:1]([NH2:8])[C:2]1[CH:7]=[CH:6][CH:5]=[CH:4][CH:3]=1.C([CH:25]1[O:49][CH:26]1[CH2:27][O:28][CH2:29][CH:30]1O[CH:31]1[CH2:32][CH2:33][CH2:34][CH2:35][CH2:36][CH2:37][CH2:38][CH2:39][CH2:40][CH2:41][CH2:42][CH2:43][CH2:44]CCC)CCCCCCCCCCCCCCC>O1CCCC1>[CH2:1]([NH:8][CH2:25][CH:26]([OH:49])[CH2:27][O:28][CH2:29][CH2:30][CH2:31][CH2:32][CH2:33][CH2:34][CH2:35][CH2:36][CH2:37][CH2:38][CH2:39][CH2:40][CH2:41][CH2:42][CH2:43][CH3:44])[C:2]1[CH:7]=[CH:6][CH:5]=[CH:4][CH:3]=1. Procedure details: A mixture of 24.4 g of benzylamine, 100 cc. of tetrahydrofurane and 34 g of hexadecyl-2.3-epoxypropylether is refluxed for 8 hours and the solvent is evaporated in a vacuo. The residue is recrystallized from hexane. The reactants are C(C)(C)(C)OC(N[C@H](C1CC1)C1=C(C(=C(C=C1)Cl)C(C1=CC(=C(C=C1)[N+](=O)[O-])C)=O)F)=O ({(R)-[4-Chloro-2-fluoro-3-(3-methyl-4-nitro-benzoyl)-phenyl]-cyclopropyl-methyl}-carbamic acid tert-butyl ester). Reagents/catalysts: [Zn] (zinc). Solvent: C(C)(=O)O (acetic acid). Reaction conditions: time 45 minute. Yields the product C(C)(C)(C)OC(N[C@H](C1CC1)C1=C(C(=C(C=C1)Cl)C(C1=CC(=C(C=C1)N)C)=O)F)=O ({(R)-[3-(4-amino-3-methyl-benzoyl)-4-chloro-2-fluoro-phenyl]-cyclopropyl-methyl}-carbamic acid tert-butyl ester). Yield: 100.0%. Reaction SMILES: [C:1]([O:5][C:6](=[O:32])[NH:7][C@@H:8]([C:12]1[CH:17]=[CH:16][C:15]([Cl:18])=[C:14]([C:19](=[O:30])[C:20]2[CH:25]=[CH:24][C:23]([N+:26]([O-])=O)=[C:22]([CH3:29])[CH:21]=2)[C:13]=1[F:31])[CH:9]1[CH2:11][CH2:10]1)([CH3:4])([CH3:3])[CH3:2]>C(O)(=O)C.[Zn]>[C:1]([O:5][C:6](=[O:32])[NH:7][C@@H:8]([C:12]1[CH:17]=[CH:16][C:15]([Cl:18])=[C:14]([C:19](=[O:30])[C:20]2[CH:25]=[CH:24][C:23]([NH2:26])=[C:22]([CH3:29])[CH:21]=2)[C:13]=1[F:31])[CH:9]1[CH2:11][CH2:10]1)([CH3:4])([CH3:2])[CH3:3]. Reported procedure: Step 2 To a solution of {(R)-[4-Chloro-2-fluoro-3-(3-methyl-4-nitro-benzoyl)-phenyl]-cyclopropyl-methyl}-carbamic acid tert-butyl ester (608 mg, 1.31 mmol) from step 1 in acetic acid (15 mL) was added zinc dust (859 mg, 13.1 mmol, 10 eq.) and the reaction stirred for 45 minutes. The reaction mixture was filtered and then the filtrate concentrated. The residue was partitioned between EtOAc (30 mL) and sat. aq. sodium bicarbonate (20 mL). The organic phase then washed with water (20 mL) and brine ...